Dataset: the Open Reaction Database (ORD), a public repository of structured organic reaction records. Task: describe an organic reaction: reactants, conditions, products, and yield As a reaction SMILES: [C:1]([O:9][CH2:10][C:11]1[CH:16]=[CH:15][C:14]([CH2:17][O:18][Si](C(C)(C)C)(C)C)=[CH:13][C:12]=1[CH2:26][O:27][C:28](=[O:35])[C:29]1[CH:34]=[CH:33][CH:32]=[CH:31][CH:30]=1)(=[O:8])[C:2]1[CH:7]=[CH:6][CH:5]=[CH:4][CH:3]=1.[F-].C([N+](CCCC)(CCCC)CCCC)CCC.[Cl-].[NH4+]>C(OCC)(=O)C>[C:1]([O:9][CH2:10][C:11]1[CH:16]=[CH:15][C:14]([CH2:17][OH:18])=[CH:13][C:12]=1[CH2:26][O:27][C:28](=[O:35])[C:29]1[CH:30]=[CH:31][CH:32]=[CH:33][CH:34]=1)(=[O:8])[C:2]1[CH:3]=[CH:4][CH:5]=[CH:6][CH:7]=1 |f:1.2,3.4|. Reactants: [F-].C(CCC)[N+](CCCC)(CCCC)CCCC (tetrabutylammonium fluoride), C(C1=CC=CC=C1)(=O)OCC1=C(C=C(C=C1)CO[Si](C)(C)C(C)(C)C)COC(C1=CC=CC=C1)=O (2-benzoyloxymethyl-4-(tert-butyldimethylsilanyloxymethyl)benzyl benzoate), [Cl-].[NH4+] (ammonium chloride). Yields the product C(C1=CC=CC=C1)(=O)OCC1=C(C=C(C=C1)CO)COC(C1=CC=CC=C1)=O (2-Benzoyloxymethyl-4-hydroxymethylbenzyl benzoate). Procedure: 69 g (140 mmol) of 2-benzoyloxymethyl-4-(tert-butyldimethylsilanyloxymethyl)benzyl benzoate are placed in 450 ml of ethyl acetate in a round-bottomed flask and under a stream of nitrogen. 178 ml of tetrabutylammonium fluoride (1M/THF) are added. The medium is stirred for 30 minutes at room temperature. It is then poured into saturated aqueous ammonium chloride solution and extracted with ethyl acetate. The organic phase is dried over magnesium sulfate, filtered and then evaporated. The residue i... The solvent is C(C)(=O)OCC (ethyl acetate). Conditions: time 30 minute. The yield is 88.4%. The reactants are C1CO1 (ethene oxide), C1CO1 (ethene oxide), C1CO1 (ethene oxide), OCCN1C(=O)N(C(=O)C1(C)C)CCO (1,3-Di(β-hydroxyethyl)-5,5-dimethylhydantoin), O1CCOCC1 (dioxan), boron trifluoride-diethyl, C(C)OCC (diethyl ether). Run at temperature 15 celsius. The product is OCCOCCOCCN1C(=O)N(C(=O)C1(C)C)CCOCCOCCO (1,3-Di(β-hydroxyethoxyethoxyethyl)-5,5-dimethylhydantoin). As a reaction SMILES: [OH:1][CH2:2][CH2:3][N:4]1[C:10]([CH3:12])([CH3:11])[C:8](=[O:9])[N:7]([CH2:13][CH2:14][OH:15])[C:5]1=[O:6].[O:16]1[CH2:21][CH2:20][O:19][CH2:18][CH2:17]1.C1[O:24]C1.[CH2:25]([O:27][CH2:28][CH3:29])[CH3:26]>>[OH:24][CH2:26][CH2:25][O:27][CH2:28][CH2:29][O:1][CH2:2][CH2:3][N:4]1[C:10]([CH3:12])([CH3:11])[C:8](=[O:9])[N:7]([CH2:13][CH2:14][O:15][CH2:17][CH2:18][O:19][CH2:20][CH2:21][OH:16])[C:5]1=[O:6]. Procedure: A clear colourless solution is prepared at 60° C. from 108.1 g of 1,3-di(β-hydroxyethyl)-5,5-dimethylhydantoin (0.5 mol) [manufactured according to example 3], 500 ml of dioxan and 2 ml of a 47% strength boron trifluoride-diethyl etherate solution in diethyl ether. 88.1 g of ethene oxide (about 2 mols) are introduced into this solution over the course of 2 hours and 20 minutes. Here the procedure followed is to pass a constant ethene oxide gas stream of such strength into the solution that pract... Starting materials: ferric chloride, C=1(C(O)=CC=C(\C=C\C)C1)OC ((E)-isoeugenol). Solvent: O (water), C(C)O (ethanol). Reaction conditions: time 24 hour. Product: OC1=C(C=C(C=C1)C=1OC2=C(C1C)C=C(C=C2OC)\C=C\C)OC (4-hydroxy-3-methoxyphenyl-7-methoxy3-methyl-5-(E)-propenylbenzofuran). Reaction SMILES: [C:1]1([O:11][CH3:12])[C:2](=[CH:4][CH:5]=[C:6]([CH:10]=1)/[CH:7]=[CH:8]/[CH3:9])[OH:3]>O.C(O)C>[OH:3][C:2]1[CH:4]=[CH:5][C:6]([C:7]2[O:3][C:2]3[C:1]([O:11][CH3:12])=[CH:10][C:6](/[CH:7]=[CH:8]/[CH3:9])=[CH:5][C:4]=3[C:8]=2[CH3:9])=[CH:10][C:1]=1[O:11][CH3:12]. Reported procedure: 150 g ferric chloride in 400 ml water are added to a solution of 100 g (E)-isoeugenol in 1.3 liter 75 percent ethanol and allowed to stand for 24 hours at 0° C. The resulting sediment is filtered off and recrystallized from ethanol, resulting in 53 g trans-2,3-dihydro-2-(4-hydroxy-3-methoxyphenyl-7-methoxy3-methyl-5-(E)-propenylbenzofuran ("dehydrodiisoeugenol") as colorless crystals; melting point 132°-133° C. Reactants: ClCCC(=O)N1C2=C(NC(C3=C1C=CC=C3)=O)C=CC=N2 (11-(3-chloropropionyl)-5,11-dihydro-6H-pyrido-[2,3-b][1,4]-benzodiazepine-6-one), C(C=C)N1CCNCC1 (1-allyl-piperazine). Product: C(C=C)N1CCN(CC1)CCC(=O)N1C2=C(NC(C3=C1C=CC=C3)=O)C=CC=N2 (11-[3-(4-allyl-1-piperazinyl)-propionyl]-5,11-dihydro-6H-pyrido-[2,3-b][1,4]-benzodiazepine-6-one). Isolated yield 39.0%. As a reaction SMILES: Cl[CH2:2][CH2:3][C:4]([N:6]1[C:12]2[CH:13]=[CH:14][CH:15]=[CH:16][C:11]=2[C:10](=[O:17])[NH:9][C:8]2[CH:18]=[CH:19][CH:20]=[N:21][C:7]1=2)=[O:5].[CH2:22]([N:25]1[CH2:30][CH2:29][NH:28][CH2:27][CH2:26]1)[CH:23]=[CH2:24]>>[CH2:22]([N:25]1[CH2:30][CH2:29][N:28]([CH2:2][CH2:3][C:4]([N:6]2[C:12]3[CH:13]=[CH:14][CH:15]=[CH:16][C:11]=3[C:10](=[O:17])[NH:9][C:8]3[CH:18]=[CH:19][CH:20]=[N:21][C:7]2=3)=[O:5])[CH2:27][CH2:26]1)[CH:23]=[CH2:24]. Reported procedure: Using the procedure of Example 7, 11-(3-chloropropionyl)-5,11-dihydro-6H-pyrido-[2,3-b][1,4]-benzodiazepine-6-one was reacted with 1-allyl-piperazine to obtain a 39% yield of 11-[3-(4-allyl-1-piperazinyl)-propionyl]-5,11-dihydro-6H-pyrido-[2,3-b][1,4]-benzodiazepine-6-one melting at 205°-207° C. after crystallization from ethanol. Reactants: NC1C2CC3CC1CN(C3)C2, O=C(O)c1cccc(Cl)c1. Yields the product O=C(NC1C2CC3CC1CN(C3)C2)c1cccc(Cl)c1. RXN SMILES: [N:1]12[CH2:2][CH:3]3[CH:4]([NH2:11])[CH:5]([CH2:6][CH:7]([CH2:8]1)[CH2:9]3)[CH2:10]2.[OH:12][C:13](=[O:14])[c:15]1[cH:16][cH:17][cH:18][c:19]([Cl:20])[cH:21]1>>[N:1]12[CH2:2][CH:3]3[CH:4]([NH:11][C:13](=[O:12])[c:15]4[cH:16][cH:17][cH:18][c:19]([Cl:20])[cH:21]4)[CH:5]([CH2:6][CH:7]([CH2:8]1)[CH2:9]3)[CH2:10]2.